Dataset: the Open Reaction Database (ORD), a public repository of structured organic reaction records. Task: describe an organic reaction: reactants, conditions, products, and yield Reported procedure: 4-Chloroaniline (14.3g, .112mol) was dissolved in 30 mL of glacial acetic acid and added slowly to S2Cl2 (75 mL) cooled in a CH2OH--ice bath. The reaction was stirred for 15 hours at room temperature. It was then increased to 50° C. for 4 hours and then to 78° C. for 3 hours. The reaction was cooled and 100 mL of dry benzene added. The mixture was stirred for 30 minutes and filtered. The product was washed two times with 25 mL of benzene. The green/yellow substance was added to 250 mL of crushed... The yield is 89.4%. RXN SMILES: [Cl:1][C:2]1[CH:3]=[CH:4][C:5]([NH2:9])=[C:6]([SH:8])[CH:7]=1.[C:10](=S)=[S:11].C(O)(=O)C>[OH-].[Na+]>[Cl:1][C:2]1[CH:3]=[CH:4][C:5]2[N:9]=[C:10]([SH:11])[S:8][C:6]=2[CH:7]=1 |f:3.4|. Starting materials: C(=S)=S (carbon disulfide), ClC=1C=CC(=C(C1)S)N (5-Chloro-2-aminobenzenethiol), C(C)(=O)O (acetic acid). Product: ClC1=CC2=C(N=C(S2)S)C=C1 (6-chloro-2-mercaptobenzothiazole). Solvent: [OH-].[Na+] (NaOH). Reaction conditions: time 15 hour. Starting materials: BrC1=CC=C(C=C1)/C=C/C=O ((E)-3-(4-bromophenyl)acrylaldehyde), BrC1=CC=C(C=C1)NC(C#N)C1=CC=C(C=C1)C(C)(C)C (2-(4-bromophenylamino)-2-(4-tert-butylphenyl)acetonitrile), C(C)O (ethanol), [OH-].[K+] (potassium hydroxide). Conditions: time 16 hour. The product is BrC1=CC=C(C=C1)N1C(=C(C=C1)C1=CC=C(C=C1)Br)C1=CC=C(C=C1)C(C)(C)C (1,3-bis(4-bromophenyl)-2-(4-tert-butylphenyl)-1H-pyrrole). Isolated yield 10.0%. RXN SMILES: [Br:1][C:2]1[CH:7]=[CH:6][C:5](/C=C/C=O)=[CH:4][CH:3]=1.[Br:12][C:13]1[CH:18]=[CH:17][C:16]([NH:19][CH:20]([C:23]2[CH:28]=[CH:27][C:26]([C:29]([CH3:32])([CH3:31])[CH3:30])=[CH:25][CH:24]=2)[C:21]#N)=[CH:15][CH:14]=1.[OH-].[K+].[CH2:35](O)[CH3:36]>>[Br:12][C:13]1[CH:18]=[CH:17][C:16]([N:19]2[CH:36]=[CH:35][C:21]([C:5]3[CH:6]=[CH:7][C:2]([Br:1])=[CH:3][CH:4]=3)=[C:20]2[C:23]2[CH:28]=[CH:27][C:26]([C:29]([CH3:32])([CH3:31])[CH3:30])=[CH:25][CH:24]=2)=[CH:15][CH:14]=1 |f:2.3|. Procedure details: To the product of Example 7.1C (0.676 g, 3.2 mmol) and the product from Example 7.1A (1.0 g, 2.91 mmol) was added ethanol (30 mL) followed by potassium hydroxide (0.163 g, 2.91 mmol), and the mixture was stirred at room temperature for 16 hours. Afterwards the mixture was concentrated. The residue was partitioned between water and ethyl acetate. The organic layers were combined, dried and then concentrated. The residue was purified by chromatography (silica gel, hexanes in ethyl acetate) which a... Reactants: ClC(Cl)Cl, NC(=O)c1ccc2nc3sc(-c4ccccc4)cc3c(=O)n2c1, O=P(Cl)(Cl)Cl. Yields the product N#Cc1ccc2nc3sc(-c4ccccc4)cc3c(=O)n2c1. RXN SMILES: [CH:29]([Cl:30])([Cl:31])[Cl:32].[O:1]=[c:2]1[c:3]2[c:4]([n:5][c:6]3[n:7]1[cH:8][c:9]([C:12](=[O:13])[NH2:14])[cH:10][cH:11]3)[s:15][c:16](-[c:18]1[cH:19][cH:20][cH:21][cH:22][cH:23]1)[cH:17]2.[P:24]([Cl:25])([Cl:26])([Cl:27])=[O:28]>>[O:1]=[c:2]1[c:3]2[c:4]([n:5][c:6]3[n:7]1[cH:8][c:9]([C:12]#[N:14])[cH:10][cH:11]3)[s:15][c:16](-[c:18]1[cH:19][cH:20][cH:21][cH:22][cH:23]1)[cH:17]2. The reactants are Cl.FC1=C(NC2=NC=NC3=CC(=C(C=C23)OC)O)C=C(C(=C1)C)OC(=O)OC (4-(2-fluoro-5-methoxycarbonyloxy-4-methylanilino)-7-hydroxy-6-methoxyquinazoline hydrochloride), BrCC1=CC(=C(C=C1)F)F (4-bromomethyl-1,2-difluorobenzene). Product: Cl.FC=1C=C(COC2=C(C=C3C(=NC=NC3=C2)NC2=C(C=C(C(=C2)O)C)F)OC)C=CC1F (7-(3,4-difluorobenzyloxy)-4-(2-fluoro-5-hydroxy-4-methylanilino)-6-methoxyquinazoline hydrochloride). Isolated yield 31.4%. RXN SMILES: [ClH:1].[F:2][C:3]1[CH:22]=[C:21]([CH3:23])[C:20]([O:24]C(OC)=O)=[CH:19][C:4]=1[NH:5][C:6]1[C:15]2[C:10](=[CH:11][C:12]([OH:18])=[C:13]([O:16][CH3:17])[CH:14]=2)[N:9]=[CH:8][N:7]=1.Br[CH2:30][C:31]1[CH:36]=[CH:35][C:34]([F:37])=[C:33]([F:38])[CH:32]=1>>[ClH:1].[F:38][C:33]1[CH:32]=[C:31]([CH:36]=[CH:35][C:34]=1[F:37])[CH2:30][O:18][C:12]1[CH:11]=[C:10]2[C:15]([C:6]([NH:5][C:4]3[CH:19]=[C:20]([OH:24])[C:21]([CH3:23])=[CH:22][C:3]=3[F:2])=[N:7][CH:8]=[N:9]2)=[CH:14][C:13]=1[O:16][CH3:17] |f:0.1,3.4|. Procedure: Using an analogous procedure to that described in Example 36, 4-(2-fluoro-5-methoxycarbonyloxy-4-methylanilino)-7-hydroxy-6-methoxyquinazoline hydrochloride (224 mg, 0.6 mmol), (prepared as described for the starting material in Example 22), was treated with 4-bromomethyl-1,2-difluorobenzene (149 mg, 0.72 mmol) to give 7-(3,4-difluorobenzyloxy)-4-(2-fluoro-5-hydroxy-4-methylanilino)-6-methoxyquinazoline hydrochloride (90 mg, 31%). Product: [Na+].FC(C=1C=C(CN(C2=NC=C(C=N2)N2CCOCC2)CC2=C(C=CC(=C2)C(F)(F)F)C2=C(C=CC=C2)OCCCC(=O)[O-])C=C(C1)C(F)(F)F)(F)F (4-(2′-{[(3,5-bis-trifluoromethyl-benzyl)-(5-morpholin-4-yl-pyrimidin-2-yl)-amino]-methyl}-4′-trifluoromethyl-biphenyl-2-yloxy)-butyric acid sodium salt). The solvent is C(C)O (ethanol). Starting materials: FC(C=1C=C(CN(C2=NC=C(C=N2)N2CCOCC2)CC2=C(C=CC(=C2)C(F)(F)F)C2=C(C=CC=C2)OCCCC(=O)O)C=C(C1)C(F)(F)F)(F)F (4-(2′-{[(3,5-bis-trifluoromethyl-benzyl)-(5-morpholin-4-yl-pyrimidin-2-yl)-amino]-methyl}-4′-trifluoromethyl-biphenyl-2-yloxy)-butyric acid), [OH-].[Na+] (sodium hydroxide). RXN SMILES: [F:1][C:2]([F:52])([F:51])[C:3]1[CH:4]=[C:5]([CH:44]=[C:45]([C:47]([F:50])([F:49])[F:48])[CH:46]=1)[CH2:6][N:7]([CH2:20][C:21]1[CH:26]=[C:25]([C:27]([F:30])([F:29])[F:28])[CH:24]=[CH:23][C:22]=1[C:31]1[CH:36]=[CH:35][CH:34]=[CH:33][C:32]=1[O:37][CH2:38][CH2:39][CH2:40][C:41]([OH:43])=[O:42])[C:8]1[N:13]=[CH:12][C:11]([N:14]2[CH2:19][CH2:18][O:17][CH2:16][CH2:15]2)=[CH:10][N:9]=1.[OH-].[Na+:54]>C(O)C>[Na+:54].[F:52][C:2]([F:1])([F:51])[C:3]1[CH:4]=[C:5]([CH:44]=[C:45]([C:47]([F:48])([F:50])[F:49])[CH:46]=1)[CH2:6][N:7]([CH2:20][C:21]1[CH:26]=[C:25]([C:27]([F:28])([F:29])[F:30])[CH:24]=[CH:23][C:22]=1[C:31]1[CH:36]=[CH:35][CH:34]=[CH:33][C:32]=1[O:37][CH2:38][CH2:39][CH2:40][C:41]([O-:43])=[O:42])[C:8]1[N:13]=[CH:12][C:11]([N:14]2[CH2:15][CH2:16][O:17][CH2:18][CH2:19]2)=[CH:10][N:9]=1 |f:1.2,4.5|. Reported procedure: Ethyl 4-(2′-{[(3,5-bis-trifluoromethyl-benzyl)-(5-morpholin-4-yl-pyrimidin-2-yl)-amino]-methyl}-4′-trifluoromethyl-biphenyl-2-yloxy)-butyrate (157 mg) is dissolved in ethanol (4 ml), and thereto is added 1N-aqueous sodium hydroxide solution (1 ml), and the mixture is stirred at room temperature for 2 hours. To the reaction solution are added a 1N-hydrochloric acid and ethyl acetate and the mixture is separated, and the organic layer is washed with a saturated brine, dried over magnesium sulfate,...